The task is: describe an organic reaction: reactants, conditions, products, and yield. This data is from the Open Reaction Database (ORD), a public repository of structured organic reaction records. Reactants: COC(=O)CBr, Cn1c(-c2ccccc2)c(Cc2ccccc2)c2cc(-c3ccc(O)cc3)ccc21, CC(C)=O, [K+], [K+], O=C([O-])[O-]. Yields the product COC(=O)COc1ccc(-c2ccc3c(c2)c(Cc2ccccc2)c(-c2ccccc2)n3C)cc1. As a reaction SMILES: [Br:37][CH2:38][C:39](=[O:40])[O:41][CH3:42].[CH2:1]([c:2]1[cH:3][cH:4][cH:5][cH:6][cH:7]1)[c:8]1[c:9](-[c:25]2[cH:26][cH:27][cH:28][cH:29][cH:30]2)[n:10]([CH3:24])[c:11]2[cH:12][cH:13][c:14](-[c:17]3[cH:18][cH:19][c:20]([OH:23])[cH:21][cH:22]3)[cH:15][c:16]12.[CH3:43][C:44](=[O:45])[CH3:46].[K+:31].[K+:32].[O-:33][C:34]([O-:35])=[O:36]>>[CH2:1]([c:2]1[cH:3][cH:4][cH:5][cH:6][cH:7]1)[c:8]1[c:9](-[c:25]2[cH:26][cH:27][cH:28][cH:29][cH:30]2)[n:10]([CH3:24])[c:11]2[cH:12][cH:13][c:14](-[c:17]3[cH:18][cH:19][c:20]([O:23][CH2:38][C:39](=[O:40])[O:41][CH3:42])[cH:21][cH:22]3)[cH:15][c:16]12. The product is CCOC(=O)N1CCc2nnc(NN=C(C)C)cc2C1. Reaction SMILES: [CH2:1]([CH3:2])[O:3][C:4](=[O:5])[N:6]1[CH2:7][c:8]2[c:9]([n:10][n:11][c:12]([NH:14][NH2:15])[cH:13]2)[CH2:16][CH2:17]1.[CH3:18][C:19]([CH3:20])=[O:21]>>[CH2:1]([CH3:2])[O:3][C:4](=[O:5])[N:6]1[CH2:7][c:8]2[c:9]([n:10][n:11][c:12]([NH:14][N:15]=[C:19]([CH3:18])[CH3:20])[cH:13]2)[CH2:16][CH2:17]1. The reactants are CCOC(=O)N1CCc2nnc(NN)cc2C1, CC(C)=O. Starting materials: O=C1c2ccccc2C(=O)N1CCCBr, Cc1ccccc1, c1ccc(P(c2ccccc2)c2ccccc2)cc1. Product: [Br-], O=C1c2ccccc2C(=O)N1CCC[P+](c1ccccc1)(c1ccccc1)c1ccccc1. As a reaction SMILES: [Br:1][CH2:2][CH2:3][CH2:4][N:5]1[C:6](=[O:15])[c:7]2[c:8]([cH:11][cH:12][cH:13][cH:14]2)[C:9]1=[O:10].[CH3:35][c:36]1[cH:37][cH:38][cH:39][cH:40][cH:41]1.[c:16]1([P:22]([c:23]2[cH:24][cH:25][cH:26][cH:27][cH:28]2)[c:29]2[cH:30][cH:31][cH:32][cH:33][cH:34]2)[cH:17][cH:18][cH:19][cH:20][cH:21]1>>[Br-:1].[CH2:2]([CH2:3][CH2:4][N:5]1[C:6](=[O:15])[c:7]2[c:8]([cH:11][cH:12][cH:13][cH:14]2)[C:9]1=[O:10])[P+:22]([c:16]1[cH:17][cH:18][cH:19][cH:20][cH:21]1)([c:23]1[cH:24][cH:25][cH:26][cH:27][cH:28]1)[c:29]1[cH:30][cH:31][cH:32][cH:33][cH:34]1. Reactants: C([O-])([O-])=O.[Na+].[Na+] (sodium carbonate), ClC1=CC=C2C=C(N=CC2=C1)OC1=CC=C(C=C1)OC (7-Chloro-3-(4-methoxyphenoxy)isoquinoline), O (water), Br (hydrogen bromide). The solvent is C(C)(=O)O (acetic acid). The product is ClC1=CC=C2C=C(N=CC2=C1)OC1=CC=C(C=C1)O (4-[(7-chloroisoquinolin-3-yl)oxy]phenol). The yield is 90.7%. As a reaction SMILES: [Cl:1][C:2]1[CH:11]=[C:10]2[C:5]([CH:6]=[C:7]([O:12][C:13]3[CH:18]=[CH:17][C:16]([O:19]C)=[CH:15][CH:14]=3)[N:8]=[CH:9]2)=[CH:4][CH:3]=1.Br.O.C(=O)([O-])[O-].[Na+].[Na+]>C(O)(=O)C>[Cl:1][C:2]1[CH:11]=[C:10]2[C:5]([CH:6]=[C:7]([O:12][C:13]3[CH:14]=[CH:15][C:16]([OH:19])=[CH:17][CH:18]=3)[N:8]=[CH:9]2)=[CH:4][CH:3]=1 |f:3.4.5|. Procedure details: 7-Chloro-3-(4-methoxyphenoxy)isoquinoline (3.50 g) was refluxed in a mixture of acetic acid (25 ml) and a solution of hydrogen bromide (25 ml, 48%) for 3 hrs. The mixture was cooled, poured into water, neutralized with sodium carbonate and extracted with ethyl acetate. The extract was washed thoroughly with water, dried (MgSO4) and evaporated to give 4-[(7-chloroisoquinolin-3-yl)oxy]phenol (3.02 g) as brown solid, mp 190° C.